Task: describe an organic reaction: reactants, conditions, products, and yield. Dataset: the Open Reaction Database (ORD), a public repository of structured organic reaction records Reactants: FC1=CC=C(C=2SC3=CC=CC=C3C(C12)=O)O (1-fluoro-4-hydroxy-9H-thioxanthen-9-on), C([O-])([O-])=O.[K+].[K+] (potassium carbonate), ClCC(CO)O (3-Chloro-1,2-propanediol). Run in C(C)#N (acetonitrile). The product is FC1=CC=C(C=2SC3=CC=CC=C3C(C12)=O)O (1-fluoro-4-hydroxy-thioxanthen-9-one), OC(COC1=CC=C(C=2C(C3=CC=CC=C3SC12)=O)F)CO (4-(2,3-dihydroxy-propoxy)-1-fluoro-thioxanthen-9-one). RXN SMILES: [F:1][C:2]1[C:15]2[C:14](=[O:16])[C:13]3[C:8](=[CH:9][CH:10]=[CH:11][CH:12]=3)[S:7][C:6]=2[C:5]([OH:17])=[CH:4][CH:3]=1.C(=O)([O-])[O-].[K+].[K+].Cl[CH2:25][CH:26]([OH:29])[CH2:27][OH:28]>C(#N)C>[F:1][C:2]1[C:15]2[C:14](=[O:16])[C:13]3[C:8](=[CH:9][CH:10]=[CH:11][CH:12]=3)[S:7][C:6]=2[C:5]([OH:17])=[CH:4][CH:3]=1.[OH:29][CH:26]([CH2:27][OH:28])[CH2:25][O:17][C:5]1[C:6]2[S:7][C:8]3[C:13](=[CH:12][CH:11]=[CH:10][CH:9]=3)[C:14](=[O:16])[C:15]=2[C:2]([F:1])=[CH:3][CH:4]=1 |f:1.2.3|. Procedure: The reactant 1-fluoro-4-hydroxy-thioxanthen-9-one was prepared as described above in Example 1a. To a suspension of 1-fluoro-4-hydroxy-9H-thioxanthen-9-on (92%) (306 g, 1.14 mol) in acetonitrile (3500 mL), potassium carbonate (464 g, 3.36 mol) was added while stirring vigorously. 3-Chloro-1,2-propanediol (371 g, 3.36 mol) was added drop wise over 30 minutes. The reaction mixture was heated to reflux and allowed to stir for 24 hours. The mixture was filtered and the residue was washed with warm a...